This data is from the Open Reaction Database (ORD), a public repository of structured organic reaction records. The task is: describe an organic reaction: reactants, conditions, products, and yield The reactants are C(C)(C)S(=O)(=O)Cl (Isopropylsulphonyl chloride), [H-].[Na+] (Sodium hydride), suspension, NC1=NC=2N(C(N(C(C2N1)=O)CC1CC1)=O)CC1CC1 (8-amino-1,3-di(cyclopropylmethyl)xanthine), O (water). Run in C(OC)COC (dimethoxyethane), C(C)(=O)OCC (ethyl acetate). Run at time 2 hour. Product: NC1=NC=2N(C(N(C(C2N1S(=O)(=O)C(C)C)=O)CC1CC1)=O)CC1CC1 (8-amino-1,3-di(cylcopropylmethyl )-7-(isopropylsulphonyl)xanthine). Isolated yield 44.9%. RXN SMILES: [H-].[Na+].[NH2:3][C:4]1[NH:12][C:11]2[C:10](=[O:13])[N:9]([CH2:14][CH:15]3[CH2:17][CH2:16]3)[C:8](=[O:18])[N:7]([CH2:19][CH:20]3[CH2:22][CH2:21]3)[C:6]=2[N:5]=1.[CH:23]([S:26](Cl)(=[O:28])=[O:27])([CH3:25])[CH3:24].O>C(COC)OC.C(OCC)(=O)C>[NH2:3][C:4]1[N:12]([S:26]([CH:23]([CH3:25])[CH3:24])(=[O:28])=[O:27])[C:11]2[C:10](=[O:13])[N:9]([CH2:14][CH:15]3[CH2:16][CH2:17]3)[C:8](=[O:18])[N:7]([CH2:19][CH:20]3[CH2:22][CH2:21]3)[C:6]=2[N:5]=1 |f:0.1|. Procedure details: Sodium hydride (0.35 g of a 60% suspension in oil, 8.7 mmol) was added to a suspension of 8-amino-1,3-di(cyclopropylmethyl)xanthine (2 g, 7.3 mmol ) in dimethoxyethane (40 ml) and the resulting mixture stirred at ambient temperature for 2 hr. Isopropylsulphonyl chloride (1.24 g, 8.7 mmol) was added and the mixture was heated at reflux for 18 hours. The reaction mixture was allowed to cool and then water (1 ml) was added dropwise. The mixture was added to ethyl acetate (200 ml), washed with water... The reactants are C1(=CC=CC=C1)C1=C(CN)C=CC=C1 (2-phenylbenzylamine), [C@@]12(C=CC[C@H](CC1)N2C)O (tropenol), C(=O)(Cl)Cl.C1(=CC=CC=C1)C (phosgene toluene). Solvent: C(C)#N (acetonitrile), ClCCl (dichloromethane), C([O-])(O)=O.[Na+] (sodium bicarbonate), ClCCl (dichloromethane). Conditions: time 30 minute. Product: C1(=CC=CC=C1C1=CC=CC=C1)CNC(=O)O[C@]12C=CC[C@H](CC1)N2C (tropenol biphen-2-ylmethylcarbamate). RXN SMILES: [C:1]1([C:7]2[CH:14]=[CH:13][CH:12]=[CH:11][C:8]=2[CH2:9][NH2:10])[CH:6]=[CH:5][CH:4]=[CH:3][CH:2]=1.[C:15](Cl)(Cl)=[O:16].C1(C)C=CC=CC=1.[C@@:26]12([OH:35])[N:33]([CH3:34])[C@@H:30]([CH2:31][CH2:32]1)[CH2:29][CH:28]=[CH:27]2>C(=O)(O)[O-].[Na+].ClCCl.C(#N)C>[C:8]1([CH2:9][NH:10][C:15]([O:35][C@@:26]23[N:33]([CH3:34])[C@@H:30]([CH2:31][CH2:32]2)[CH2:29][CH:28]=[CH:27]3)=[O:16])[C:7]([C:1]2[CH:2]=[CH:3][CH:4]=[CH:5][CH:6]=2)=[CH:14][CH:13]=[CH:12][CH:11]=1 |f:1.2,4.5|. Reported procedure: 3.67 g (0.02 mol) of 2-phenylbenzylamine is placed in 250 mL saturated sodium bicarbonate solution and 250 mL dichloromethane. At 0° C., 52.9 mL (0.10 mol) of 20% phosgene-toluene solution are added under the surface of the dichloromethane. The mixture is vigorously stirred for 30 minutes. The two phases are separated, the organic phase is dried over sodium sulfate and evaporated to dryness. The residue is dissolved in 20 mL acetonitrile and 4.18 g (0.03 mol) of tropenol in 10 mL acetonitrile is... The reactants are C(C)(C)(C)OC(=O)N1[C@@H](CCCC1)C=CC(=O)OC ((S)-2-(2-methoxycarbonylvinyl)-piperidine-1-carboxylic acid t-butyl ester), CO (methanol), C (charcoal). Solvent: C(Cl)Cl (methylene chloride). Product: C(C)(C)(C)OC(=O)N1[C@@H](CCCC1)CCC(=O)OC ((S)-2-(2-Methoxycarbonyl-ethyl)-piperidine-1-carboxylic acid t-butyl ester). The yield is 74.9%. As a reaction SMILES: [C:1]([O:5][C:6]([N:8]1[CH2:13][CH2:12][CH2:11][CH2:10][C@H:9]1[CH:14]=[CH:15][C:16]([O:18][CH3:19])=[O:17])=[O:7])([CH3:4])([CH3:3])[CH3:2].CO.C>C(Cl)Cl>[C:1]([O:5][C:6]([N:8]1[CH2:13][CH2:12][CH2:11][CH2:10][C@H:9]1[CH2:14][CH2:15][C:16]([O:18][CH3:19])=[O:17])=[O:7])([CH3:4])([CH3:3])[CH3:2]. Procedure details: To a solution of (S)-2-(2-methoxycarbonylvinyl)-piperidine-1-carboxylic acid t-butyl ester (1.46 g, 5.41 mmol) in 1:1 methanol:methylene chloride (40 mL) was added 10% palladized charcoal (0.129 g). The mixture was hydrogenated (59 psi) for 5.5 h. The catalyst was removed by filtration through a bed of celite and the solution concentrated in vacuo. Purification by silica gel chromatography provided the product (1.10 g, 75%). Reactants: O=C(OC(Cl)(Cl)Cl)Cl (diphosgene), NC(C(=O)OC)CC=CC1=CC=CC=C1 (methyl 2-amino-5-phenyl-4-pentenoate), C (charcoal). Run in O1CCOCC1 (dioxane). Product: N(=C=O)C(C(=O)OC)CC=CC1=CC=CC=C1 (methyl 2-isocyanato-5-phenyl-4-pentenoate). As a reaction SMILES: [O:1]=[C:2](Cl)OC(Cl)(Cl)Cl.[NH2:9][CH:10]([CH2:15][CH:16]=[CH:17][C:18]1[CH:23]=[CH:22][CH:21]=[CH:20][CH:19]=1)[C:11]([O:13][CH3:14])=[O:12].C>O1CCOCC1>[N:9]([CH:10]([CH2:15][CH:16]=[CH:17][C:18]1[CH:19]=[CH:20][CH:21]=[CH:22][CH:23]=1)[C:11]([O:13][CH3:14])=[O:12])=[C:2]=[O:1]. Procedure details: 0.35 mol diphosgene is added dropwise over 1 hour to a mixture of 0.28 mol of methyl 2-amino-5-phenyl-4-pentenoate, prepared as described by D. Ferroud, J. P. Gene:, and R. Kiolle in Tetrahedron Letters, 1986, 27, 23-26, and 0.4 g activated charcoal in 400 mL dioxane under N2. The reaction mixture is then heated and stirred at reflux for 21/2 hours. The reaction mixture is then cooled, filtered, and concentrated to dryness by rotary evaporator, keeping exposure to moisture to a minimum. The crud... Reactants: COC(=O)c1ccc(C#N)cc1C, [Li+], C1CCOC1, [OH-], O, O. Product: Cc1cc(C#N)ccc1C(=O)O. Reaction SMILES: [CH3:1][O:2][C:3]([c:4]1[c:5]([CH3:12])[cH:6][c:7]([C:10]#[N:11])[cH:8][cH:9]1)=[O:13].[Li+:16].[O:18]1[CH2:19][CH2:20][CH2:21][CH2:22]1.[OH-:15].[OH2:14].[OH2:17]>>[O:2]=[C:3]([c:4]1[c:5]([CH3:12])[cH:6][c:7]([C:10]#[N:11])[cH:8][cH:9]1)[OH:13]. Starting materials: C(C)(=O)OCC.CCCCCC (ethyl acetate hexane), FC=1C=C2C(=C(C(=CC2=CC1)C(=O)O)C)O (6-fluoro-4-hydroxy-3-methyl-naphthalene-2-carboxylic acid), S(O)(O)(=O)=O (sulfuric acid). Solvent: CO (MeOH). Product: COC(=O)C1=CC2=CC=C(C=C2C(=C1C)O)F (6-fluoro-4-hydroxy-3-methyl-naphthalene-2-carboxylic acid methyl ester). Yield: 50.0%. As a reaction SMILES: [F:1][C:2]1[CH:3]=[C:4]2[C:9](=[CH:10][CH:11]=1)[CH:8]=[C:7]([C:12]([OH:14])=[O:13])[C:6]([CH3:15])=[C:5]2[OH:16].S(=O)(=O)(O)O.[C:22](OCC)(=O)C.CCCCCC>CO>[CH3:22][O:13][C:12]([C:7]1[C:6]([CH3:15])=[C:5]([OH:16])[C:4]2[C:9](=[CH:10][CH:11]=[C:2]([F:1])[CH:3]=2)[CH:8]=1)=[O:14] |f:2.3|. Procedure: To a 0° C. solution of 6-fluoro-4-hydroxy-3-methyl-naphthalene-2-carboxylic acid (28 g, 127 mmol) in MeOH (240 mL) was added concentrated sulfuric acid (18.9 mL, 382 mmol) dropwise. The reaction mixture was then warmed to room temperature and refluxed overnight. After this time, the methanol was distilled off under reduced pressure, and the crude mixture was diluted with ethyl acetate. This solution was washed with saturated aqueous NaHCO3. The organic phase was dried over Na2SO4, filtered and c...